From a dataset of the Open Reaction Database (ORD), a public repository of structured organic reaction records. describe an organic reaction: reactants, conditions, products, and yield Starting materials: O=C([O-])[O-], Cc1[nH]c(=O)c(C#N)c2c1C(=O)c1ccccc1-2, CN(C)C=O, CI, [K+], [K+], O. Product: Cc1c2c(c(C#N)c(=O)n1C)-c1ccccc1C2=O. As a reaction SMILES: [C:21](=[O:22])([O-:23])[O-:24].[CH3:1][c:2]1[nH:3][c:4](=[O:18])[c:5]([C:16]#[N:17])[c:6]2[c:7]1[C:8](=[O:15])[c:9]1[cH:10][cH:11][cH:12][cH:13][c:14]1-2.[CH3:27][N:28]([CH3:29])[CH:30]=[O:31].[I:19][CH3:20].[K+:25].[K+:26].[OH2:32]>>[CH3:1][c:2]1[n:3]([CH3:21])[c:4](=[O:18])[c:5]([C:16]#[N:17])[c:6]2[c:7]1[C:8](=[O:15])[c:9]1[cH:10][cH:11][cH:12][cH:13][c:14]1-2. Starting materials: CC(CCCCCC)(C)C1=CC(=C(C=C1)C=1CNCCC1)O (3-[4-(1,1-dimethylheptyl)-2-hydroxyphenyl]-1,2,5,6-tetrahydropyridine), CC(CCCCCC)(C)C1=CC(=C(C=C1)C=1CN(CCC1)CC=C)OCC=C (3-[4-(1,1-dimethylheptyl)-2-allyloxyphenyl]-1-N-(2-propenyl)-1,2,5,6-tetrahydropyridine), ether-pentane, C([O-])([O-])=O.[K+].[K+] (potassium carbonate), C(C=C)Br (allyl bromide). Solvent: C(C)O (ethanol). Product: CC(CCCCCC)(C)C1=CC(=C(C=C1)C=1CN(CCC1)CC=C)O (3-[4-(1,1-Dimethylheptyl)-2-hydroxyphenyl]-1-N-(2-propenyl)-1,2,5,6-tetrahydropyridine). Yield: 22.0%. As a reaction SMILES: CC(C1C=CC(C2CNCCC=2)=C(O)C=1)(C)CCCCCC.C(=O)([O-])[O-].[K+].[K+].C(Br)C=C.[CH3:33][C:34]([C:42]1[CH:47]=[CH:46][C:45]([C:48]2[CH2:49][N:50]([CH2:54][CH:55]=[CH2:56])[CH2:51][CH2:52][CH:53]=2)=[C:44]([O:57]CC=C)[CH:43]=1)([CH3:41])[CH2:35][CH2:36][CH2:37][CH2:38][CH2:39][CH3:40]>C(O)C>[CH3:41][C:34]([C:42]1[CH:47]=[CH:46][C:45]([C:48]2[CH2:49][N:50]([CH2:54][CH:55]=[CH2:56])[CH2:51][CH2:52][CH:53]=2)=[C:44]([OH:57])[CH:43]=1)([CH3:33])[CH2:35][CH2:36][CH2:37][CH2:38][CH2:39][CH3:40] |f:1.2.3|. Procedure details: A mixture of 1.0 g. (3.32 mmoles) of 3-[4-(1,1-dimethylheptyl)-2-hydroxyphenyl]-1,2,5,6-tetrahydropyridine, 539 mg. (3.90 mmoles) of anhydrous potassium carbonate and 401 mg. (3.32 mmoles) of allyl bromide in 23 ml. of ethanol is heated at reflux for 23 hours. The reaction mixture is concentrated under reduced pressure and the residue dissolved in 250 ml. of saturated sodium bicarbonate and 200 ml. of dichloromethane. The organic extract is washed once with 100 ml. of saturated sodium chloride, ... Reactants: FC(C(=O)OC(C(F)(F)F)=O)(F)F (trifluoroacetic anhydride), [Si](C1=CC=CC=C1)(C1=CC=CC=C1)(C(C)(C)C)OC[C@H]1N(C(CC1)=O)C(=O)OC(C)(C)C ((S)-tert-butyl 2-((tert-butyldiphenylsilyloxy)methyl)-5-oxopyrrolidine-1-carboxylate), C(C)[BH-](CC)CC.[Li+] (lithium triethylborohydride), CCN(C(C)C)C(C)C (Hunig's base). Reagents/catalysts: CN(C)C=1C=CN=CC1 (DMAP). Run in C1(=CC=CC=C1)C (toluene). Conditions: time 35 minute. The product is [Si](C1=CC=CC=C1)(C1=CC=CC=C1)(C(C)(C)C)OC[C@H]1N(C=CC1)C(=O)OC(C)(C)C ((S)-tert-butyl 2-((tert-butyldiphenylsilyloxy)methyl)-2,3-dihydro-1H-pyrrole-1-carboxylate). Yield: 81.9%. As a reaction SMILES: [Si:1]([O:18][CH2:19][C@@H:20]1[CH2:24][CH2:23][C:22](=O)[N:21]1[C:26]([O:28][C:29]([CH3:32])([CH3:31])[CH3:30])=[O:27])([C:14]([CH3:17])([CH3:16])[CH3:15])([C:8]1[CH:13]=[CH:12][CH:11]=[CH:10][CH:9]=1)[C:2]1[CH:7]=[CH:6][CH:5]=[CH:4][CH:3]=1.C([BH-](CC)CC)C.[Li+].CCN(C(C)C)C(C)C.FC(F)(F)C(OC(=O)C(F)(F)F)=O>CN(C1C=CN=CC=1)C.C1(C)C=CC=CC=1>[Si:1]([O:18][CH2:19][C@@H:20]1[CH2:24][CH:23]=[CH:22][N:21]1[C:26]([O:28][C:29]([CH3:32])([CH3:31])[CH3:30])=[O:27])([C:14]([CH3:16])([CH3:17])[CH3:15])([C:8]1[CH:13]=[CH:12][CH:11]=[CH:10][CH:9]=1)[C:2]1[CH:7]=[CH:6][CH:5]=[CH:4][CH:3]=1 |f:1.2|. Reported procedure: A three-necked flask equipped with a thermometer and a nitrogen inlet was charged with (S)-tert-butyl 2-((tert-butyldiphenylsilyloxy)methyl)-5-oxopyrrolidine-1-carboxylate (10.05 g, 22.16 mmol) and toluene (36 mL) and lowered into −55° C. cooling bath. When the internal temperature of the mixture reached −50° C., lithium triethylborohydride (23 mL of 1.0 M/THF, 23 mmol) was added dropwise over 30 min and the mixture stirred for 35 min while maintaining the internal temperature between −50° C. an...